From a dataset of the Open Reaction Database (ORD), a public repository of structured organic reaction records. describe an organic reaction: reactants, conditions, products, and yield The reactants are Cl[Si](C)(C)C (chlorotrimethylsilane), C1(C=CC=C1)C(C1=CC(=CC=2C3=CC(=CC=C3CC12)C(C)(C)C)C(C)(C)C)(C1=CC=CC=C1)C1=CC=CC=C1 (1-(cyclopentadienyl)-1(3,6-di-tert-butylfluorenyl)diphenylmethane), CCCCCC (hexane), C(CCC)[Li] (n-butyllithium). Solvent: C1CCOC1 (THF), C1CCOC1 (THF), O (water). Reaction conditions: time 16 hour. Product: C[Si](C1=CC(C=C1)C(C1=CC(=CC=2C3=CC(=CC=C3CC12)C(C)(C)C)C(C)(C)C)(C1=CC=CC=C1)C1=CC=CC=C1)(C)C (1-(3-trimethylsilylcyclopentadienyl)-1-(3,6-di-tert-butylfluorenyl)diphenylmethane). Yield: 82.2%. RXN SMILES: [CH:1]1([C:6]([C:34]2[CH:39]=[CH:38][CH:37]=[CH:36][CH:35]=2)([C:28]2[CH:33]=[CH:32][CH:31]=[CH:30][CH:29]=2)[C:7]2[C:19]3[CH2:18][C:17]4[C:12](=[CH:13][C:14]([C:20]([CH3:23])([CH3:22])[CH3:21])=[CH:15][CH:16]=4)[C:11]=3[CH:10]=[C:9]([C:24]([CH3:27])([CH3:26])[CH3:25])[CH:8]=2)[CH:5]=[CH:4][CH:3]=[CH:2]1.CCCCCC.C([Li])CCC.Cl[Si:52]([CH3:55])([CH3:54])[CH3:53]>C1COCC1.O>[CH3:53][Si:52]([CH3:55])([CH3:54])[C:3]1[CH:4]=[CH:5][CH:1]([C:6]([C:28]2[CH:33]=[CH:32][CH:31]=[CH:30][CH:29]=2)([C:34]2[CH:39]=[CH:38][CH:37]=[CH:36][CH:35]=2)[C:7]2[C:19]3[CH2:18][C:17]4[C:12](=[CH:13][C:14]([C:20]([CH3:23])([CH3:22])[CH3:21])=[CH:15][CH:16]=4)[C:11]=3[CH:10]=[C:9]([C:24]([CH3:26])([CH3:27])[CH3:25])[CH:8]=2)[CH:2]=1. Procedure details: To a solution of 0.45 g (0.88 mmol) of 1-(cyclopentadienyl)-1(3,6-di-tert-butylfluorenyl)diphenylmethane in 30 ml of THF, 0.54 ml (0.97 mmol) of a hexane solution of n-butyllithium was dropwise added in a nitrogen atmosphere with ice cooling, followed by stirring at room temperature for 16 hours. After the resulting solution was cooled to −78° C., a solution of 0.22 ml (1.76 mmol) of chlorotrimethylsilane in 10 ml of THF was slowly added, followed by stirring at room temperature for 6 hours. To ... Reactants: OC=1N=NC(=C(C1Cl)Cl)O (3,6-dihydroxy-4,5-dichloropyridazine), C(C)O (ethanol), [OH-].[Na+] (sodium hydroxide), C(C)I (ethyl iodide). The solvent is C1=CC=CC=C1 (benzene), O (water). Reaction conditions: time 4 hour. Product: C(C)N1N=C(C(=C(C1=O)Cl)Cl)O (2-ethyl-4,5-dichloro-6-hydroxy-3(2H)pyridazinone). As a reaction SMILES: [OH:1][C:2]1[N:3]=[N:4][C:5]([OH:10])=[C:6]([Cl:9])[C:7]=1[Cl:8].[OH-].[Na+].[CH2:13](I)[CH3:14].C(O)C>C1C=CC=CC=1.O>[CH2:13]([N:3]1[C:2](=[O:1])[C:7]([Cl:8])=[C:6]([Cl:9])[C:5]([OH:10])=[N:4]1)[CH3:14] |f:1.2|. Procedure: A mixture comprising 5.00 g of 3,6-dihydroxy-4,5-dichloropyridazine, 2.21 g of sodium hydroxide, 5.60 g of ethyl iodide, 40 ml of ethanol and water, was stirred at a temperature of from 60° to 70° C. for 4 hours. Most ethanol was distilled off under reduced pressure. Then, dilute hydrochrolic acid and chloroform were added to the residue, and the mixture was vigorously shaked. The chloroform layer was separated and washed with water, followed by drying over sodium sulfate. Then, the solvent was ... Reactants: CN1N=C(C=C1)C=1SC(=CN1)C=O (2-(1-methyl-1H-pyrazol-3-yl)thiazole-5-carbaldehyde), CO.C(Cl)Cl (MeOH DCM), C(C)[Mg]Br (ethyl magnesium bromide), C(C)OCC (diethyl ether). Run in C1CCOC1 (THF). Conditions: temperature 0 celsius, time 3 hour. Yields the product CN1N=C(C=C1)C=1SC(=CN1)C(CC)O (1-(2-(1-methyl-1H-pyrazol-3-yl)thiazol-5-yl)propan-1-ol). Yield: 81.0%. RXN SMILES: [CH3:1][N:2]1[CH:6]=[CH:5][C:4]([C:7]2[S:8][C:9]([CH:12]=[O:13])=[CH:10][N:11]=2)=[N:3]1.[CH2:14]([Mg]Br)[CH3:15].C(OCC)C.CO.C(Cl)Cl>C1COCC1>[CH3:1][N:2]1[CH:6]=[CH:5][C:4]([C:7]2[S:8][C:9]([CH:12]([OH:13])[CH2:14][CH3:15])=[CH:10][N:11]=2)=[N:3]1 |f:3.4|. Procedure: To a solution of 2-(1-methyl-1H-pyrazol-3-yl)thiazole-5-carbaldehyde (0.1 g, 0.51 mmol) in THF (10 mL) at 0° C. was slowly added 3.0 M ethyl magnesium bromide in diethyl ether (0.5 mL, 0.15 mmol), and the reaction mixture was stirred at 0° C. for 3 h. After completion of reaction by monitoring with TLC (5% MeOH\DCM), the reaction mixture was quenched with sat'd. NH4Cl (50 mL) solution. The reaction mixture was then extracted with EtOAc (3×50 mL), washed with water (2×50 mL), dried over Na2SO4 an... The product is S1C(=CC=C1)C1=CC=NN1OC(N(C1=CC=CC=C1)C)=O (Methyl-phenyl-carbamic acid 5-thiophen-2-yl-pyrazol-1-yl ester). Reaction SMILES: [OH:1][N:2]1[C:6]([C:7]2[S:8][CH:9]=[CH:10][CH:11]=2)=[CH:5][CH:4]=[N:3]1.[CH3:12][N:13]([C:17]1[CH:22]=[CH:21][CH:20]=[CH:19][CH:18]=1)[C:14](Cl)=[O:15]>>[S:8]1[CH:9]=[CH:10][CH:11]=[C:7]1[C:6]1[N:2]([O:1][C:14](=[O:15])[N:13]([CH3:12])[C:17]2[CH:22]=[CH:21][CH:20]=[CH:19][CH:18]=2)[N:3]=[CH:4][CH:5]=1. Procedure: The title compound was prepared from 1-hydroxy-5-(2-thienyl)pyrazole and N-methyl-N-phenylcarbamoyl chloride applying the general procedure 8. The crude product was purified by flash chromatography (Quad flash 12, EtOAc-heptane) (51%, crystals). Reactants: ON1N=CC=C1C=1SC=CC1 (1-hydroxy-5-(2-thienyl)pyrazole), CN(C(=O)Cl)C1=CC=CC=C1 (N-methyl-N-phenylcarbamoyl chloride). Starting materials: NC=1C=C2C=CN(C2=CC1)C (5-Amino-1-methyl-1H-indole), C(=O)(C=1NC=CN1)C=1NC=CN1 (carbonyl diimidazole), O (water). Solvent: CN(C=O)C (dimethylformamide), ClCCl (dichloromethane), ClCCl (dichloromethane). Run at time 0.5 hour. Yields the product CN1C=CC2=CC(=CC=C12)NC(=O)NC1=C2C=CN=CC2=CC=C1 (N-(1-Methyl-5-indolyl)-N'-(5-isoquinolyl) urea). Yield: 53.0%. As a reaction SMILES: [C:1]([C:8]1[NH:9][CH:10]=[CH:11]N=1)([C:3]1NC=CN=1)=O.[NH2:13][C:14]1[CH:15]=[C:16]2[C:20](=[CH:21][CH:22]=1)[N:19]([CH3:23])[CH:18]=[CH:17]2.[OH2:24]>ClCCl.CN(C)C=O>[CH3:23][N:19]1[C:20]2[C:16](=[CH:15][C:14]([NH:13][C:18]([NH:19][C:20]3[CH:16]=[CH:15][CH:3]=[C:1]4[C:21]=3[CH:11]=[CH:10][N:9]=[CH:8]4)=[O:24])=[CH:22][CH:21]=2)[CH:17]=[CH:18]1. Reported procedure: To a solution of carbonyl diimidazole (0.31 g, 2.15 mmol) in dichloromethane (20 ml) was added 5-aminosioquinoline (0.25 g, 1.7 mmol) in dichloromethane (20 ml). After stirring at room temperature for 0.5 h, the solution was evaporated to dryness. The residue was taken up in dimethylformamide (20 ml) and to this solution was added 5-amino-1-methyl-indole (D2) (0.25 g, 1.7 mmol) in dimethylformamide (20 ml). The reaction mixture was heated to 90° C. for 1 h, then cooled and added dropwise to wate... Starting materials: C(C)OC(C1=CC=C(C=C1)I)=O (ethyl-4-iodobenzoate), ice, CCOCC (ether), ethereal solution, C[Mg]Br (methyl magnesium bromide). Solvent: O (Water). Yields the product CC(C1=CC=C(C=C1)I)(C)O (α,α-dimethyl-4-iodobenzyl alcohol). As a reaction SMILES: C(OC(=O)[C:5]1[CH:10]=[CH:9][C:8]([I:11])=[CH:7][CH:6]=1)C.CC[O:15][CH2:16][CH3:17].[CH3:18][Mg]Br>O>[CH3:18][C:16]([OH:15])([CH3:17])[C:5]1[CH:10]=[CH:9][C:8]([I:11])=[CH:7][CH:6]=1. Procedure: A solution of 2.76 grams of ethyl-4-iodobenzoate in 10 ml. of ether is placed in a dry flask. The solution is cooled in an ice bath and is stirred. Over a 5-minute period, 26.5 ml. of a 1.52 M ethereal solution of methyl magnesium bromide is added. The solution is stirred for 3 hours while in the ice bath. Water (6 ml.) is added dropwise while stirring. The solution is filtered and the filter cake is washed with six 20 ml. portions of ether. The combined ether phases are dried over magnesium sul... Yields the product CCC1CN(c2nnc(-c3ccc(F)cc3)c3ccccc23)CCN1C(=O)OC(C)(C)C. RXN SMILES: [CH2:19]([CH3:20])[CH:21]1[N:22]([C:27](=[O:28])[O:29][C:30]([CH3:31])([CH3:32])[CH3:33])[CH2:23][CH2:24][NH:25][CH2:26]1.[CH3:41][S:42]([CH3:43])=[O:44].[Cl:1][c:2]1[n:3][n:4][c:5](-[c:12]2[cH:13][cH:14][c:15]([F:18])[cH:16][cH:17]2)[c:6]2[cH:7][cH:8][cH:9][cH:10][c:11]12.[K+:34].[K+:35].[O-:36][C:37]([O-:38])=[O:39].[OH2:40]>>[c:2]1([N:25]2[CH2:24][CH2:23][N:22]([C:27](=[O:28])[O:29][C:30]([CH3:31])([CH3:32])[CH3:33])[CH:21]([CH2:19][CH3:20])[CH2:26]2)[n:3][n:4][c:5](-[c:12]2[cH:13][cH:14][c:15]([F:18])[cH:16][cH:17]2)[c:6]2[cH:7][cH:8][cH:9][cH:10][c:11]12. Starting materials: CCC1CNCCN1C(=O)OC(C)(C)C, CS(C)=O, Fc1ccc(-c2nnc(Cl)c3ccccc23)cc1, [K+], [K+], O=C([O-])[O-], O.